Dataset: the Open Reaction Database (ORD), a public repository of structured organic reaction records. Task: describe an organic reaction: reactants, conditions, products, and yield Reactants: CN(C=O)C (N,N-dimethylformamide), C(C(=O)Cl)(=O)Cl (oxalyl chloride), C(C=C)OP(=O)(OCC=C)OCC1=C(C(=O)O)C=CC=C1C (2-[[bis(allyloxy)phosphoryl]oxymethyl]-3-methylbenzoic acid). Solvent: ClCCl (dichloromethane). Run at time 30 minute. Product: C(C=C)OP(=O)(OCC=C)OCC1=C(C(=O)Cl)C=CC=C1C (2-[[bis(allyloxy)phosphoryl]oxymethyl]-3-methylbenzoyl chloride). As a reaction SMILES: [CH2:1]([O:4][P:5]([O:11][CH2:12][C:13]1[C:21]([CH3:22])=[CH:20][CH:19]=[CH:18][C:14]=1[C:15](O)=[O:16])([O:7][CH2:8][CH:9]=[CH2:10])=[O:6])[CH:2]=[CH2:3].CN(C)C=O.C(Cl)(=O)C([Cl:31])=O>ClCCl>[CH2:1]([O:4][P:5]([O:11][CH2:12][C:13]1[C:21]([CH3:22])=[CH:20][CH:19]=[CH:18][C:14]=1[C:15]([Cl:31])=[O:16])([O:7][CH2:8][CH:9]=[CH2:10])=[O:6])[CH:2]=[CH2:3]. Procedure: A solution of 2-[[bis(allyloxy)phosphoryl]oxymethyl]-3-methylbenzoic acid (880 mg, 2.70 mmol) obtained from Example 22-(5) in dichloromethane (15 ml) was cooled to 0° C., and then N,N-dimethylformamide (15 μl) and oxalyl chloride (1.71 g, 13.5 mmol) were added thereto. After the mixture was stirred at room temperature for 30 minutes, crude 2-[[bis(allyloxy)phosphoryl]oxymethyl]-3-methylbenzoyl chloride was obtained according to a similar procedure to that described in Example 1-(12). The reactants are [BH4-], COCCOCCOC, O=C(NC(Cc1ccc(O)cc1)C(=O)O)OCC1CCCCC1, [Na+], O. Product: O=C(NC(CO)Cc1ccc(O)cc1)OCC1CCCCC1. As a reaction SMILES: [BH4-:24].[CH3:27][O:28][CH2:29][CH2:30][O:31][CH2:32][CH2:33][O:34][CH3:35].[CH:1]1([CH2:7][O:8][C:9](=[O:10])[NH:11][CH:12]([CH2:13][c:14]2[cH:15][cH:16][c:17]([OH:20])[cH:18][cH:19]2)[C:21](=[O:22])[OH:23])[CH2:2][CH2:3][CH2:4][CH2:5][CH2:6]1.[Na+:25].[OH2:26]>>[CH:1]1([CH2:7][O:8][C:9](=[O:10])[NH:11][CH:12]([CH2:13][c:14]2[cH:15][cH:16][c:17]([OH:20])[cH:18][cH:19]2)[CH2:21][OH:22])[CH2:2][CH2:3][CH2:4][CH2:5][CH2:6]1. The reactants are Cc1cc(C#N)ccc1NC(=O)C(F)(F)F, O=C(OOC(=O)c1ccccc1)c1ccccc1, ClC(Cl)(Cl)Cl, [Na+], O=C1CCC(=O)N1Br, [OH-]. Yields the product N#Cc1ccc(NC(=O)C(F)(F)F)c(CBr)c1. RXN SMILES: [C:1](#[N:2])[c:3]1[cH:4][c:5]([CH3:16])[c:6]([NH:9][C:10]([C:11]([F:12])([F:13])[F:14])=[O:15])[cH:7][cH:8]1.[C:25]([O:26][O:27][C:28](=[O:29])[c:30]1[cH:31][cH:32][cH:33][cH:34][cH:35]1)(=[O:36])[c:37]1[cH:38][cH:39][cH:40][cH:41][cH:42]1.[C:45]([Cl:46])([Cl:47])([Cl:48])[Cl:49].[Na+:44].[O:17]=[C:18]1[N:19]([Br:24])[C:20](=[O:21])[CH2:22][CH2:23]1.[OH-:43]>>[C:1](#[N:2])[c:3]1[cH:4][c:5]([CH2:16][Br:24])[c:6]([NH:9][C:10]([C:11]([F:12])([F:13])[F:14])=[O:15])[cH:7][cH:8]1. Reactants: CC1(S(CCC(C1)C1=CNC2=C(C=C(C=C12)B1OC(C(O1)(C)C)(C)C)C(=O)N)(=O)=O)C (3-(2,2-Dimethyl-1,1-dioxidotetrahydro-2H-thiopyran-4-yl)-5-(4,4,5,5-tetramethyl-1,3,2-dioxaborolan-2-yl)-1H-indole-7-carboxamide), C1(CCCC1)S(=O)(=O)C=1SC(=CC1)Br (5-bromo-2-thienyl cyclopentyl sulfone), C([O-])([O-])=O.[K+].[K+] (potassium carbonate). The reagents and catalysts are C1=CC=C(C=C1)P([C-]2C=CC=C2)C3=CC=CC=C3.C1=CC=C(C=C1)P([C-]2C=CC=C2)C3=CC=CC=C3.Cl[Pd]Cl.[Fe+2].C(Cl)Cl (PdCl2(dppf) CH2Cl2). Solvent: O1CCOCC1 (1,4-dioxane), O (water). Run at temperature 100 celsius. The product is C1(CCCC1)S(=O)(=O)C1=CC=C(S1)C=1C=C2C(=CNC2=C(C1)C(=O)N)C1CC(S(CC1)(=O)=O)(C)C (5-[5-(cyclopentylsulfonyl)-2-thienyl]-3-(2,2-dimethyl-1,1-dioxidotetrahydro-2H-thiopyran-4-yl)-1H-indole-7-carboxamide), solid. Isolated yield 24.0%. As a reaction SMILES: [CH3:1][C:2]1([CH3:31])[CH2:7][CH:6]([C:8]2[C:16]3[C:11](=[C:12]([C:26]([NH2:28])=[O:27])[CH:13]=[C:14](B4OC(C)(C)C(C)(C)O4)[CH:15]=3)[NH:10][CH:9]=2)[CH2:5][CH2:4][S:3]1(=[O:30])=[O:29].[CH:32]1([S:37]([C:40]2[S:41][C:42](Br)=[CH:43][CH:44]=2)(=[O:39])=[O:38])[CH2:36][CH2:35][CH2:34][CH2:33]1.C(=O)([O-])[O-].[K+].[K+]>O1CCOCC1.O.C1C=CC(P(C2C=CC=CC=2)[C-]2C=CC=C2)=CC=1.C1C=CC(P(C2C=CC=CC=2)[C-]2C=CC=C2)=CC=1.Cl[Pd]Cl.[Fe+2].C(Cl)Cl>[CH:32]1([S:37]([C:40]2[S:41][C:42]([C:14]3[CH:15]=[C:16]4[C:11](=[C:12]([C:26]([NH2:28])=[O:27])[CH:13]=3)[NH:10][CH:9]=[C:8]4[CH:6]3[CH2:5][CH2:4][S:3](=[O:29])(=[O:30])[C:2]([CH3:1])([CH3:31])[CH2:7]3)=[CH:43][CH:44]=2)(=[O:39])=[O:38])[CH2:33][CH2:34][CH2:35][CH2:36]1 |f:2.3.4,7.8.9.10.11|. Procedure: 3-(2,2-Dimethyl-1,1-dioxidotetrahydro-2H-thiopyran-4-yl)-5-(4,4,5,5-tetramethyl-1,3,2-dioxaborolan-2-yl)-1H-indole-7-carboxamide (75 mg, 0.17 mmol), 5-bromo-2-thienyl cyclopentyl sulfone (60 mg, 0.20 mmol), PdCl2(dppf)-CH2Cl2 adduct (20 mg, 0.024 mmol, 0.15 eq), and potassium carbonate (100 mg, 0.72 mmol, 4.3 eq) were diluted in a mixture of 1,4-dioxane (3 mL) and water (1.5 mL) in a 2-5 mL microwave tube. The mixture was degassed by bubbling argon through for 5 minutes, then was heated in a bio... The reactants are C(C)(=O)C1=CC(=C(OC=2C3=C(N=C(N2)NC2=CC=C(C#N)C=C2)C=CN3)C(=C1)C)C (4-(4-(4-acetyl-2,6-dimethylphenoxy)-5H-pyrrolo[3,2-d]pyrimidin-2-ylamino)benzonitrile), C1CC(=O)N(C1=O)Cl (NCS). Run in C(Cl)Cl (CH2Cl2). Yields the product C(C)(=O)C1=CC(=C(OC=2C3=C(N=C(N2)NC2=CC=C(C#N)C=C2)C(=CN3)Cl)C(=C1)C)C (4-(4-(4-Acetyl-2,6-dimethylphenoxy)-7-chloro-5H-pyrrolo[3,2-d]pyrimidin-2-ylamino)benzonitrile). Isolated yield 32.4%. Reaction SMILES: [C:1]([C:4]1[CH:28]=[C:27]([CH3:29])[C:7]([O:8][C:9]2[C:10]3[NH:26][CH:25]=[CH:24][C:11]=3[N:12]=[C:13]([NH:15][C:16]3[CH:23]=[CH:22][C:19]([C:20]#[N:21])=[CH:18][CH:17]=3)[N:14]=2)=[C:6]([CH3:30])[CH:5]=1)(=[O:3])[CH3:2].C1C(=O)N([Cl:38])C(=O)C1>C(Cl)Cl>[C:1]([C:4]1[CH:5]=[C:6]([CH3:30])[C:7]([O:8][C:9]2[C:10]3[NH:26][CH:25]=[C:24]([Cl:38])[C:11]=3[N:12]=[C:13]([NH:15][C:16]3[CH:17]=[CH:18][C:19]([C:20]#[N:21])=[CH:22][CH:23]=3)[N:14]=2)=[C:27]([CH3:29])[CH:28]=1)(=[O:3])[CH3:2]. Reported procedure: To a solution of 4-(4-(4-acetyl-2,6-dimethylphenoxy)-5H-pyrrolo[3,2-d]pyrimidin-2-ylamino)benzonitrile (13 mg, 0.03 mmol) in CH2Cl2 (1 mL) was added NCS (4.4 mg, 0.03 mmol) and the mixture refluxed for 16 h. After the completion of the reaction, the solvent was concentrated and purified by preparative TLC eluting with hexanes:ethyl acetate (2:1) to give the product (4.2 mg, 30%). Reactants: O=C1Nc2cccc(Br)c2C12CCN(Cc1ccccc1)CC2, C1CCOC1. The product is Brc1cccc2c1C1(CCN(Cc3ccccc3)CC1)CN2. Reaction SMILES: [CH2:1]([c:2]1[cH:3][cH:4][cH:5][cH:6][cH:7]1)[N:8]1[CH2:9][CH2:10][C:11]2([C:12](=[O:21])[NH:13][c:14]3[cH:15][cH:16][cH:17][c:18]([Br:20])[c:19]32)[CH2:22][CH2:23]1.[CH2:24]1[O:25][CH2:26][CH2:27][CH2:28]1>>[CH2:1]([c:2]1[cH:3][cH:4][cH:5][cH:6][cH:7]1)[N:8]1[CH2:9][CH2:10][C:11]2([CH2:12][NH:13][c:14]3[cH:15][cH:16][cH:17][c:18]([Br:20])[c:19]32)[CH2:22][CH2:23]1. Reactants: [Cl-], OCc1cnc(Cl)c(Cl)c1, [H-], CI, [NH4+], [Na+], CN(C)C=O. Product: COCc1cnc(Cl)c(Cl)c1. As a reaction SMILES: [Cl-:15].[Cl:1][c:2]1[cH:3][c:4]([CH2:9][OH:10])[cH:5][n:6][c:7]1[Cl:8].[H-:14].[I:11][CH3:12].[NH4+:16].[Na+:13].[O:17]=[CH:18][N:19]([CH3:20])[CH3:21]>>[Cl:1][c:2]1[cH:3][c:4]([CH2:9][O:10][CH3:12])[cH:5][n:6][c:7]1[Cl:8]. Starting materials: O1COC2=C1C=CC(=C2)C(=O)C2=C(C(=O)O)C=C(C=C2)OC (2-(1,3-benzodioxol-5-yl)carbonyl-5-methoxybenzoic acid), O.NN (hydrazine hydrate). The product is O1COC2=C1C=CC(=C2)C2=NNC(C1=CC(=CC=C21)OC)=O (4-(1,3-Benzodioxol-5-yl)-7-methoxy-2H-phthalazin-1-one). Reaction SMILES: [O:1]1[C:5]2[CH:6]=[CH:7][C:8]([C:10]([C:12]3[CH:20]=[CH:19][C:18]([O:21][CH3:22])=[CH:17][C:13]=3[C:14](O)=[O:15])=O)=[CH:9][C:4]=2[O:3][CH2:2]1.O.[NH2:24][NH2:25]>>[O:1]1[C:5]2[CH:6]=[CH:7][C:8]([C:10]3[C:12]4[C:13](=[CH:17][C:18]([O:21][CH3:22])=[CH:19][CH:20]=4)[C:14](=[O:15])[NH:25][N:24]=3)=[CH:9][C:4]=2[O:3][CH2:2]1 |f:1.2|. Procedure details: This compound is obtained according to the procedure described in 1.2. by reacting 2-(1,3-benzodioxol-5-yl)carbonyl-5-methoxybenzoic acid unpurified with hydrazine hydrate.